Dataset: the Open Reaction Database (ORD), a public repository of structured organic reaction records. Task: describe an organic reaction: reactants, conditions, products, and yield The reactants are NCC(O)c1cccc(Cl)c1, COC(=O)Cc1ccc(OCC(C)=O)cc1, O, c1ccccc1. The product is COC(=O)Cc1ccc(OCC(C)NCC(O)c2cccc(Cl)c2)cc1. RXN SMILES: [NH2:1][CH2:2][CH:3]([OH:4])[c:5]1[cH:6][c:7]([Cl:11])[cH:8][cH:9][cH:10]1.[O:12]=[C:13]([CH2:14][O:15][c:16]1[cH:17][cH:18][c:19]([CH2:22][C:23](=[O:24])[O:25][CH3:26])[cH:20][cH:21]1)[CH3:27].[OH2:28].[cH:29]1[cH:30][cH:31][cH:32][cH:33][cH:34]1>>[NH:1]([CH2:2][CH:3]([OH:4])[c:5]1[cH:6][c:7]([Cl:11])[cH:8][cH:9][cH:10]1)[CH:13]([CH2:14][O:15][c:16]1[cH:17][cH:18][c:19]([CH2:22][C:23](=[O:24])[O:25][CH3:26])[cH:20][cH:21]1)[CH3:27]. Reactants: N (NH3), OO (hydrogen peroxide), C(C)OC(CC)=C(C#N)C#N (2-(1-ethoxy-propylidene)-malononitrile), CC(CCCCCC)NN ((1-methyl-heptyl)-hydrazine). Solvent: CO (methanol), C(C)O (ethanol). Conditions: time 48 hour. The product is NC1=C(C(=NN1C(C)CCCCCC)CC)C(=O)N (5-Amino-3-ethyl-1-(2-octyl)-1-H-pyrazole-4-carboxamide). As a reaction SMILES: C(O[C:4](=[C:7]([C:10]#[N:11])[C:8]#[N:9])[CH2:5][CH3:6])C.[CH3:12][CH:13]([NH:20][NH2:21])[CH2:14][CH2:15][CH2:16][CH2:17][CH2:18][CH3:19].N.[OH:23]O>CO.C(O)C>[NH2:9][C:8]1[N:20]([CH:13]([CH2:14][CH2:15][CH2:16][CH2:17][CH2:18][CH3:19])[CH3:12])[N:21]=[C:4]([CH2:5][CH3:6])[C:7]=1[C:10]([NH2:11])=[O:23]. Procedure details: 5.21 g (34.66 mmol) of 2-(1-ethoxy-propylidene)-malononitrile and 5.00 g (34.66 mmol) of (1-methyl-heptyl)-hydrazine are refluxed for 4 hours in 40 ml of methanol. After the solvent has been removed in vacuo, 8.60 g of a red oil are obtained. The latter is dissolved in 250 ml of ethanol and, after 300 ml of concentrated NH3 solution (25% strength) and 70 ml of hydrogen peroxide solution (30%) have been added, the mixture is stirred for 48 hours at room temperature. After the non-aqueous solvents... Reactants: ClC=1C=C(C=CC1C(C)(C)C)O (3-chloro-4-(1,1-dimethylethyl)phenol), C1N2CN3CN1CN(C2)C3 (hexamethylenetetramine), FC(C(=O)O)(F)F (trifluoroacetic acid). Solvent: O (water). Yields the product OC1=C(C=O)C=C(C(=C1)Cl)C(C)(C)C (2-hydroxy-4-chloro-5-(1,1-dimethylethyl)benzaldehyde). Isolated yield 17.0%. Reaction SMILES: [Cl:1][C:2]1[CH:3]=[C:4]([OH:12])[CH:5]=[CH:6][C:7]=1[C:8]([CH3:11])([CH3:10])[CH3:9].C1N2CN3CN(C2)CN1C3.FC(F)(F)[C:25](O)=[O:26]>O>[OH:12][C:4]1[CH:3]=[C:2]([Cl:1])[C:7]([C:8]([CH3:9])([CH3:11])[CH3:10])=[CH:6][C:5]=1[CH:25]=[O:26]. Procedure: A mixture of 9.65 g (52.2 mmol) of 3-chloro-4-(1,1-dimethylethyl)phenol and 7.37 g (52.2 mmol) of hexamethylenetetramine was refluxed in 150 ml of trifluoroacetic acid for 3 hours. The solution was cooled to ambient temperature and diluted with 500 ml of water. The aqueous residue was extracted with ether. The organic phase was washed with saturated sodium bicarbonate solution, dried and evaporated. The residue was chromatographed on 250 g of silica gel using a gradient from hexane to 20:80 (v/v...